This data is from the Open Reaction Database (ORD), a public repository of structured organic reaction records. The task is: describe an organic reaction: reactants, conditions, products, and yield The reactants are [H-].[Na+] (Sodium hydride), CC1=NN=C2N1C1=C(C=C2)NC(=C1)C (1,7-dimethyl-6H-pyrrolo[2,3-e][1,2,4]triazolo[4,3-a]pyridine), Br.BrCC1=CC=NC=C1 (4-(bromomethyl)pyridine hydrobromide). Run in CN(C)C=O (DMF), CN(C)C=O (DMF). Conditions: time 10 minute. Product: CC1=NN=C2N1C1=C(C=C2)N(C(=C1)C)CC1=CC=NC=C1 (1,7-dimethyl-6-(pyridin-4-ylmethyl)-6H-pyrrolo[2,3-e][1,2,4]triazolo[4,3-a]pyridine). As a reaction SMILES: [H-].[Na+].[CH3:3][C:4]1[N:8]2[C:9]3[CH:15]=[C:14]([CH3:16])[NH:13][C:10]=3[CH:11]=[CH:12][C:7]2=[N:6][N:5]=1.Br.Br[CH2:19][C:20]1[CH:25]=[CH:24][N:23]=[CH:22][CH:21]=1>CN(C=O)C>[CH3:3][C:4]1[N:8]2[C:9]3[CH:15]=[C:14]([CH3:16])[N:13]([CH2:19][C:20]4[CH:25]=[CH:24][N:23]=[CH:22][CH:21]=4)[C:10]=3[CH:11]=[CH:12][C:7]2=[N:6][N:5]=1 |f:0.1,3.4|. Procedure: Sodium hydride (13 mg, 0.32 mmol, 60% in mineral oil) was added to a solution of 1,7-dimethyl-6H-pyrrolo[2,3-e][1,2,4]triazolo[4,3-a]pyridine (20 mg, 0.1 mmol, from Example 2, Step 5) in DMF (3.0 mL). After stirring for 10 minutes, a solution of 4-(bromomethyl)pyridine hydrobromide (0.027 g, 0.11 mmol, Aldrich) in DMF (0.8 mL) was added. The mixture was stirred for 45 minutes and then quenched by the addition of water, diluted to 5 mL with MeCN, filtered and purified by preparative HPLC-MS (Wate... Reactants: N1=CC(=CC=C1)C=1OC2=C(N1)C=CC=C2C(=O)OC (Methyl 2-(pyridin-3-yl)benzo[d]oxazole-7-carboxylate), O.[NH4+] (ammonium water). Yields the product N1=CC(=CC=C1)C=1OC2=C(N1)C=CC=C2C(=O)N (2-(pyridin-3-yl)benzo[d]oxazole-7-carboxamide), solid. The yield is 31.0%. RXN SMILES: [N:1]1[CH:6]=[CH:5][CH:4]=[C:3]([C:7]2[O:8][C:9]3[C:15]([C:16]([O:18]C)=O)=[CH:14][CH:13]=[CH:12][C:10]=3[N:11]=2)[CH:2]=1.O.[NH4+:21]>>[N:1]1[CH:6]=[CH:5][CH:4]=[C:3]([C:7]2[O:8][C:9]3[C:15]([C:16]([NH2:21])=[O:18])=[CH:14][CH:13]=[CH:12][C:10]=3[N:11]=2)[CH:2]=1 |f:1.2|. Reported procedure: Methyl 2-(pyridin-3-yl)benzo[d]oxazole-7-carboxylate (135 mg, 0.53 mmol) in ammonium water (15 mL) was stirred at 25° C. overnight. The solvent was removed under reduced pressure. The crude product was purified by pre-HPLC to obtain 2-(pyridin-3-yl)benzo[d]oxazole-7-carboxamide a solid (39 mg, yield 31%). 1H-NMR (400 MHz, DMSO-d6) δ 7.50-7.54 (t, J=8 Hz, 1H), 7.65-7.69 (q, 1H), 7.65-7.69 (q, 1H), 7.85-7.87 (d, J=8 Hz, 1H), 7.91-7.93 (d, J=8 Hz, 2H), 7.99-8.01 (d, J=8 Hz, 1H), 8.64-8.66 (d, J=8 H... Starting materials: CN1N=C(C(=C1)CN(C(=O)C1=CN=C(N1C1=CC=C(C=C1)F)S)C)C (N-((1,3-Dimethyl-1H-pyrazol-4-yl)methyl)-1-(4-fluorophenyl)-2-mercapto-N-methyl-1H-imidazole-5-carboxamide), FC1=C(CCC=2N(C(=CN2)C(=O)OCC)C2=CC=C(C=C2)F)C=CC=C1 (Ethyl 2-(2-fluorophenethyl)-1-(4-fluorophenyl)-1H-imidazole-5-carboxylate), [OH-].[Li+] (lithium hydroxide), C1CCOC1 (THF). The solvent is O (water), CO (methanol). Yields the product FC1=C(CCC=2N(C(=CN2)C(=O)O)C2=CC=C(C=C2)F)C=CC=C1 (2-(2-Fluorophenethyl)-1-(4-fluorophenyl)-1H-imidazole-5-carboxylic acid). Reaction SMILES: CN1C=C(CN(C)C(C2N(C3C=CC(F)=CC=3)C(S)=NC=2)=O)C(C)=N1.[F:26][C:27]1[CH:51]=[CH:50][CH:49]=[CH:48][C:28]=1[CH2:29][CH2:30][C:31]1[N:32]([C:41]2[CH:46]=[CH:45][C:44]([F:47])=[CH:43][CH:42]=2)[C:33]([C:36]([O:38]CC)=[O:37])=[CH:34][N:35]=1.[OH-].[Li+].C1COCC1>O.CO>[F:26][C:27]1[CH:51]=[CH:50][CH:49]=[CH:48][C:28]=1[CH2:29][CH2:30][C:31]1[N:32]([C:41]2[CH:46]=[CH:45][C:44]([F:47])=[CH:43][CH:42]=2)[C:33]([C:36]([OH:38])=[O:37])=[CH:34][N:35]=1 |f:2.3|. Procedure: 2-(2-Fluorophenethyl)-1-(4-fluorophenyl)-1H-imidazole-5-carboxylic acid (45) was prepared in a similar manner as that described for the synthesis of compound 7 using ethyl 2-(2-fluorophenethyl)-1-(4-fluorophenyl)-1H-imidazole-5-carboxylate (44) (222 mg, 0.62 mmol), lithium hydroxide (60 mg, 2.5 mmol), THF (1.0 mL), methanol (1.0 mL), and water (2 mL).